Dataset: the Open Reaction Database (ORD), a public repository of structured organic reaction records. Task: describe an organic reaction: reactants, conditions, products, and yield Starting materials: O=C(O)C(c1ccccc1)c1ccccc1, CCCNC. Reagents/catalysts: C1CCN(C1)[P+](N2CCCC2)(N3CCCC3)Br.F[P-](F)(F)(F)(F)F (PyBrOP), CCN(C(C)C)C(C)C (DIPEA), C1=CC=C2C(=C1)N=NN2O (HOBt). The solvent is CN(C)C=O (DMF), CN(C)C=O (DMF), CN(C)C=O (DMF), CN(C)C=O (DMF), CN(C)C=O (DMF), CN(C)C=O (DMF). Reaction conditions: temperature 25 celsius, time 2 hour. Yields the product CCCN(C)C(=O)C(c1ccccc1)c1ccccc1. Isolated yield 7.5%. Reaction SMILES: CCCNC.O=C(O)C(c1ccccc1)c1ccccc1.C1CCN(C1)[P+](N2CCCC2)(N3CCCC3)Br.F[P-](F)(F)(F)(F)F.C1=CC=C2C(=C1)N=NN2O.CCN(C(C)C)C(C)C.CN(C)C=O>>CCCN(C)C(=O)C(c1ccccc1)c1ccccc1. Starting materials: NC1=NC(=CC(=N1)C1=CC(=C(C#N)C=C1)F)NCCC1=CC=CC=C1 (4-{2-amino-6-[(2-phenylethyl)amino]-4-pyrimidinyl}-2-fluorobenzonitrile), O.NN (hydrazine monohydrate). The solvent is CCO (EtOH). Reaction conditions: temperature 95 celsius, time 8 hour. The product is NC1=NNC2=CC(=CC=C12)C1=CC(=NC(=N1)N)NCCC1=CC=CC=C1 (6-(3-Amino-1H-indazol-6-yl)-N4-(2-phenylethyl)-2,4-pyrimidinediamine). Yield: 42.0%. RXN SMILES: [NH2:1][C:2]1[N:7]=[C:6]([C:8]2[CH:15]=[CH:14][C:11]([C:12]#[N:13])=[C:10](F)[CH:9]=2)[CH:5]=[C:4]([NH:17][CH2:18][CH2:19][C:20]2[CH:25]=[CH:24][CH:23]=[CH:22][CH:21]=2)[N:3]=1.O.[NH2:27][NH2:28]>CCO>[NH2:13][C:12]1[C:11]2[C:10](=[CH:9][C:8]([C:6]3[N:7]=[C:2]([NH2:1])[N:3]=[C:4]([NH:17][CH2:18][CH2:19][C:20]4[CH:25]=[CH:24][CH:23]=[CH:22][CH:21]=4)[CH:5]=3)=[CH:15][CH:14]=2)[NH:28][N:27]=1 |f:1.2|. Procedure details: To a solution of 4-{2-amino-6-[(2-phenylethyl)amino]-4-pyrimidinyl}-2-fluorobenzonitrile (800 mg, 2.4 mmol) in EtOH (20 mL) was added hydrazine monohydrate (7 mL), and the resulting suspension was stirred overnight at 95° C. The clear reaction mixture was concentrated, and the resulting residue was purified by RPHPLC (CH3CN/H2O w/0.1% THF) to afford the title compound (500 mg, 42%) as a light yellow powder. LC-MS (ES) m/z=346 [M+H]+. 1H NMR (400 MHz, DMSO-d6): δ 2.85 (t, J=7.2 Hz, 2H), 3.53 (m, ... Starting materials: C12COCC(CC(C1)C1=NC=3N(C4=C1C(CCN4)=O)N=CC3C=3C=NC(=CC3)C3=CC=CC=C3)N2 (5-(3-oxa-9-azabicyclo[3.3.1]nonan-7-yl)-3-(6-phenylpyridin-3-yl)-8,9-dihydropyrazolo[1,5-a]pyrido[3,2-e]pyrimidin-6(7H)-one), CCN=C=NCCCN(C)C (EDCI), C=1C=CC2=C(C1)N=NN2O (HOBt), CN(C)C=O (DMF), C12COCC(CC(C1)C1=NC=3N(C4=C1C(CCN4)=O)N=CC3C=3C=NC(=CC3)C3=CC=CC=C3)N2 (5-(3-oxa-9-azabicyclo[3.3.1]nonan-7-yl)-3-(6-phenylpyridin-3-yl)-8,9-dihydropyrazolo[1,5-a]pyrido[3,2-e]pyrimidin-6(7H)-one), CCN(C(C)C)C(C)C (DIEA). Solvent: CS(=O)C.CC#N (DMSO MeCN), O (water). Run at time 30 minute. The product is N1N=C(N=C1)C(=O)N1[C@H]2COC[C@@H]1CC(C2)C2=NC=1N(C3=C2C(CCN3)=O)N=CC1C=1C=NC(=CC1)C1=CC=CC=C1 (5-((1R,5S)-9-(1H-1,2,4-triazole-3-carbonyl)-3-oxa-9-azabicyclo[3.3.1]nonan-7-yl)-3-(6-phenylpyridin-3-yl)-8,9-dihydropyrazolo[1,5-a]pyrido[3,2-e]pyrimidin-6(7H)-one). As a reaction SMILES: [CH:1]12[NH:35][CH:5]([CH2:6][CH:7]([C:9]3[C:14]4[C:15](=[O:19])[CH2:16][CH2:17][NH:18][C:13]=4[N:12]4[N:20]=[CH:21][C:22]([C:23]5[CH:24]=[N:25][C:26]([C:29]6[CH:34]=[CH:33][CH:32]=[CH:31][CH:30]=6)=[CH:27][CH:28]=5)=[C:11]4[N:10]=3)[CH2:8]1)[CH2:4][O:3][CH2:2]2.CCN=C=NCCC[N:44]([CH3:46])C.C1C=CC2N(O)[N:54]=[N:53][C:51]=2[CH:52]=1.CCN(C(C)C)C(C)C.CN(C=[O:70])C>CS(C)=O.CC#N.O>[NH:54]1[CH:46]=[N:44][C:51]([C:52]([N:35]2[C@H:1]3[CH2:8][CH:7]([C:9]4[C:14]5[C:15](=[O:19])[CH2:16][CH2:17][NH:18][C:13]=5[N:12]5[N:20]=[CH:21][C:22]([C:23]6[CH:24]=[N:25][C:26]([C:29]7[CH:30]=[CH:31][CH:32]=[CH:33][CH:34]=7)=[CH:27][CH:28]=6)=[C:11]5[N:10]=4)[CH2:6][C@@H:5]2[CH2:4][O:3][CH2:2]3)=[O:70])=[N:53]1 |f:5.6|. Procedure details: 5-(3-oxa-9-azabicyclo[3.3.1]nonan-7-yl)-3-(6-phenylpyridin-3-yl)-8,9-dihydropyrazolo[1,5-a]pyrido[3,2-e]pyrimidin-6(7H)-one (49.78 mg, 0.44 mmol) in DMF (2 mL) was treated with EDCI (129.47 mg, 0.678 mmol) and HOBt (45.6 mg, 0.339 mmol). Then substrate 5-(3-oxa-9-azabicyclo[3.3.1]nonan-7-yl)-3-(6-phenylpyridin-3-yl)-8,9-dihydropyrazolo[1,5-a]pyrido[3,2-e]pyrimidin-6(7H)-one (122 mg, 0.21 mmol) followed by DIEA (0.29 mL, 1.69 mmol) was added. After 30 min, the reaction mixture was treated with wa... The reactants are CNCC1=CC=C(O1)CSCCN (2-[[[5-(methylamino)methyl-2-furanyl]methyl]thio]ethanamine), CNC(=C[N+](=O)[O-])SC (N-methyl-1-methylthio-2-nitro-etheneamine). Yields the product CNCC1=CC=C(O1)CSCCNC(=C[N+](=O)[O-])NC (N-[2-[[[5-(methylamino)methyl-2-furanyl]methyl]thio]ethyl]-N'-methyl-2-nitro-1,1-ethenediamine). As a reaction SMILES: [CH3:1][NH:2][CH2:3][C:4]1[O:8][C:7]([CH2:9][S:10][CH2:11][CH2:12][NH2:13])=[CH:6][CH:5]=1.[CH3:14][NH:15][C:16](SC)=[CH:17][N+:18]([O-:20])=[O:19]>>[CH3:1][NH:2][CH2:3][C:4]1[O:8][C:7]([CH2:9][S:10][CH2:11][CH2:12][NH:13][C:16]([NH:15][CH3:14])=[CH:17][N+:18]([O-:20])=[O:19])=[CH:6][CH:5]=1. Reported procedure: A mixture of 2-[[[5-(methylamino)methyl-2-furanyl]methyl]thio]ethanamine (0.9 g) and N-methyl-1-methylthio-2-nitro-etheneamine was heated at 100°-120° for 30 mins under water pump pressure. The residue was purified by column chromatography (silica/methanol: 0.88 ammonia) to give N-[2-[[[5-(methylamino)methyl-2-furanyl]methyl]thio]ethyl]-N'-methyl-2-nitro-1,1-ethenediamine which was crystallised from acetonitrile m.p. 106°-108° (0.65 g).